This data is from the Open Reaction Database (ORD), a public repository of structured organic reaction records. The task is: describe an organic reaction: reactants, conditions, products, and yield The reactants are COCCOC, FC(F)(F)c1ccc(CBr)cc1, [H-], [Na+], CCOC(=O)CC(=O)c1ccccc1, O. Yields the product CCOC(=O)C(Cc1ccc(C(F)(F)F)cc1)C(=O)c1ccccc1. RXN SMILES: [CH3:30][O:31][CH2:32][CH2:33][O:34][CH3:35].[F:17][C:18]([c:19]1[cH:20][cH:21][c:22]([CH2:23][Br:24])[cH:25][cH:26]1)([F:27])[F:28].[H-:15].[Na+:16].[O:1]=[C:2]([CH2:3][C:4](=[O:5])[O:6][CH2:7][CH3:8])[c:9]1[cH:10][cH:11][cH:12][cH:13][cH:14]1.[OH2:29]>>[O:1]=[C:2]([CH:3]([C:4](=[O:5])[O:6][CH2:7][CH3:8])[CH2:23][c:22]1[cH:21][cH:20][c:19]([C:18]([F:17])([F:27])[F:28])[cH:26][cH:25]1)[c:9]1[cH:10][cH:11][cH:12][cH:13][cH:14]1. The reactants are CCCCCCN1C(=O)C2C(C1=O)C2(C(=O)OC)c1cccc([N+](=O)[O-])c1, CCO, [Ca+2], [Cl-], [Cl-], [Fe], O. The product is CCCCCCN1C(=O)C2C(C1=O)C2(C(=O)OC)c1cccc(N)c1. Reaction SMILES: [CH2:1]([CH2:2][CH2:3][CH2:4][CH2:5][CH3:6])[N:7]1[C:8](=[O:27])[CH:9]2[C:10]([C:14](=[O:15])[O:16][CH3:17])([c:18]3[cH:19][c:20]([N+:24]([O-:25])=[O:26])[cH:21][cH:22][cH:23]3)[CH:11]2[C:12]1=[O:13].[CH3:31][CH2:32][OH:33].[Ca+2:30].[Cl-:28].[Cl-:29].[Fe:35].[OH2:34]>>[CH2:1]([CH2:2][CH2:3][CH2:4][CH2:5][CH3:6])[N:7]1[C:8](=[O:27])[CH:9]2[C:10]([C:14](=[O:15])[O:16][CH3:17])([c:18]3[cH:19][c:20]([NH2:24])[cH:21][cH:22][cH:23]3)[CH:11]2[C:12]1=[O:13].